From a dataset of the Open Reaction Database (ORD), a public repository of structured organic reaction records. describe an organic reaction: reactants, conditions, products, and yield Starting materials: Clc1nccc(-c2ccc(Br)s2)n1, CC(C)O, NCCN1CCNC1=O. The product is O=C1NCCN1CCNc1nccc(-c2ccc(Br)s2)n1. Reaction SMILES: [Br:1][c:2]1[cH:3][cH:4][c:5](-[c:7]2[n:8][c:9]([Cl:13])[n:10][cH:11][cH:12]2)[s:6]1.[CH:23]([OH:24])([CH3:25])[CH3:26].[NH2:14][CH2:15][CH2:16][N:17]1[C:18](=[O:22])[NH:19][CH2:20][CH2:21]1>>[Br:1][c:2]1[cH:3][cH:4][c:5](-[c:7]2[n:8][c:9]([NH:14][CH2:15][CH2:16][N:17]3[C:18](=[O:22])[NH:19][CH2:20][CH2:21]3)[n:10][cH:11][cH:12]2)[s:6]1. Starting materials: [Na] (sodium), BrCC=C(CCC=C(CCC(=C(C)C)C)C)C (1-bromo-3,7,10,11-tetramethyl-2,6,10-dodecatriene), CO (methanol). Product: COCC=C(CCC=C(CCC(=C(C)C)C)C)C (1-methoxy-3,7,10,11-tetramethyl-2,6,10-dodecatriene). Reaction SMILES: [Na].Br[CH2:3][CH:4]=[C:5]([CH3:18])[CH2:6][CH2:7][CH:8]=[C:9]([CH3:17])[CH2:10][CH2:11][C:12]([CH3:16])=[C:13]([CH3:15])[CH3:14].[CH3:19][OH:20]>>[CH3:19][O:20][CH2:3][CH:4]=[C:5]([CH3:18])[CH2:6][CH2:7][CH:8]=[C:9]([CH3:17])[CH2:10][CH2:11][C:12]([CH3:16])=[C:13]([CH3:15])[CH3:14] |^1:0|. Procedure: To a solution containing 8.6 g. of sodium dissolved in 172 ml. of absolute methanol, then was added dropwise over a period of 30 minutes, 111 g. of 1-bromo-3,7,10,11-tetramethyl-2,6,10-dodecatriene. The reaction mixture was refluxed for 16 hours. After reflux, the reaction mixture was dried under vacuum and poured onto ice water. The resulting mixture was exhaustively extracted with petroleum ether (b.p. 40°-45°C.). The combined petroleum ether extracts were washed neutral with saturated aqueous... The reactants are C(C)(=O)OCC[C@@](C(=O)OC(C)(C)C)([C@H](\C=C\CCCCCCC(CCCCCCC)=O)C(N[C@@H](CC1=CC=C(C=C1)OCC#CC)C=1OC(=CN1)C)=O)O (tert-Butyl (E)-(2S,3S)-2-(2-acetoxy-ethyl)-3-[(S)-2-(4-but-2-ynyloxy-phenyl)-1-(5-methyl-oxazol-2-yl)-ethylcarbamoyl]-2-hydroxy-12-oxo-nonadec-4-enoate). Solvent: C(=O)O (formic acid). Conditions: time 24 hour. Yields the product C(C#CC)OC1=CC=C(C=C1)C[C@@H](C=1OC(=CN1)C)NC(=O)[C@H]([C@](C(=O)O)(CCO)O)\C=C\CCCCCCC(CCCCCCC)=O ((E)-(2S,3S)-3-[(S)-2-(4-but-2-ynyloxy-phenyl)-1-(5-methyl-oxazol-2-yl)-ethylcarbamoyl]-2-hydroxy-2-(2-hydroxy-ethyl)-12-oxo-nonadec-4-enoic acid). RXN SMILES: C([O:4][CH2:5][CH2:6][C@:7]([OH:55])([C@@H:15]([C:33](=[O:54])[NH:34][C@H:35]([C:48]1[O:49][C:50]([CH3:53])=[CH:51][N:52]=1)[CH2:36][C:37]1[CH:42]=[CH:41][C:40]([O:43][CH2:44][C:45]#[C:46][CH3:47])=[CH:39][CH:38]=1)/[CH:16]=[CH:17]/[CH2:18][CH2:19][CH2:20][CH2:21][CH2:22][CH2:23][C:24](=[O:32])[CH2:25][CH2:26][CH2:27][CH2:28][CH2:29][CH2:30][CH3:31])[C:8]([O:10]C(C)(C)C)=[O:9])(=O)C>C(O)=O>[CH2:44]([O:43][C:40]1[CH:41]=[CH:42][C:37]([CH2:36][C@H:35]([NH:34][C:33]([C@@H:15](/[CH:16]=[CH:17]/[CH2:18][CH2:19][CH2:20][CH2:21][CH2:22][CH2:23][C:24](=[O:32])[CH2:25][CH2:26][CH2:27][CH2:28][CH2:29][CH2:30][CH3:31])[C@@:7]([OH:55])([CH2:6][CH2:5][OH:4])[C:8]([OH:10])=[O:9])=[O:54])[C:48]2[O:49][C:50]([CH3:53])=[CH:51][N:52]=2)=[CH:38][CH:39]=1)[C:45]#[C:46][CH3:47]. Procedure details: tert-Butyl (E)-(2S,3S)-2-(2-acetoxy-ethyl)-3-[(S)-2-(4-but-2-ynyloxy-phenyl)-1-(5-methyl-oxazol-2-yl)-ethylcarbamoyl]-2-hydroxy-12-oxo-nonadec-4-enoate (4.0 mg) was dissolved in formic acid (0.5 mL), and the mixture was stirred at room temperature for 24 hours. Starting materials: ice, [H-].[Al+3].[H-].[H-] (aluminum hydride), ClC1=CC2=C(C3=C(C(OC2C2=C(C=CC=C2)F)=O)C=NN3C)C=C1 (8-chloro-6-(2-fluoro-phenyl)-1-methyl-4-oxo-1H,6H-pyrazolo[4,3-d](2)benzoxepine). The solvent is O1CCCC1 (tetrahydrofuran), O1CCCC1 (tetrahydrofuran). Reaction conditions: time 30 minute. The product is ClC1=CC(=C(C=C1)C=1N(N=CC1CO)C)C(C1=C(C=CC=C1)F)O (3-[4-chloro-2-(2-fluoro-α-hydroxy-benzyl)-phenyl]-4-hydroxymethyl-2-methyl-pyrazole). Reaction SMILES: [H-].[Al+3].[H-].[H-].[Cl:5][C:6]1[CH:28]=[CH:27][C:9]2[C:10]3[N:25]([CH3:26])[N:24]=[CH:23][C:11]=3[C:12](=[O:22])[O:13][CH:14]([C:15]3[CH:20]=[CH:19][CH:18]=[CH:17][C:16]=3[F:21])[C:8]=2[CH:7]=1>O1CCCC1>[Cl:5][C:6]1[CH:28]=[CH:27][C:9]([C:10]2[N:25]([CH3:26])[N:24]=[CH:23][C:11]=2[CH2:12][OH:22])=[C:8]([CH:14]([OH:13])[C:15]2[CH:20]=[CH:19][CH:18]=[CH:17][C:16]=2[F:21])[CH:7]=1 |f:0.1.2.3|. Procedure details: To an ice-cooled solution of approximately 33 m moles of aluminum hydride in 50 ml of tetrahydrofuran is added a solution of 6.86 g of 8-chloro-6-(2-fluoro-phenyl)-1-methyl-4-oxo-1H,6H-pyrazolo[4,3-d](2)benzoxepine in 150 ml of dry tetrahydrofuran under an atmosphere of nitrogen. After the addition, the mixture is stirred an additional 30 minutes in an ice bath. The excess of the reagent is then carefully destroyed by adding water; 50 ml of 2N hydrochloric acid is added to dissolve the voluminou...